From a dataset of the Open Reaction Database (ORD), a public repository of structured organic reaction records. describe an organic reaction: reactants, conditions, products, and yield The reactants are C(C1=CC=CC=C1)OC1=C(C=C(C=O)C=C1)Cl (4-benzyloxy-3-chlorobenzaldehyde), C1=CC(=CC(=C1)Cl)C(=O)OO (m-CPBA). The solvent is C(Cl)Cl (CH2Cl2). Run at time 5 day. Product: C(C1=CC=CC=C1)OC1=C(C=C(C=C1)O)Cl (4-Benzyloxy-3-chlorophenol). As a reaction SMILES: [CH2:1]([O:8][C:9]1[CH:16]=[CH:15][C:12](C=O)=[CH:11][C:10]=1[Cl:17])[C:2]1[CH:7]=[CH:6][CH:5]=[CH:4][CH:3]=1.C1C=C(Cl)C=C(C(OO)=[O:26])C=1>C(Cl)Cl>[CH2:1]([O:8][C:9]1[CH:16]=[CH:15][C:12]([OH:26])=[CH:11][C:10]=1[Cl:17])[C:2]1[CH:7]=[CH:6][CH:5]=[CH:4][CH:3]=1. Procedure: To a solution of 4-benzyloxy-3-chlorobenzaldehyde (4 g, 16.2 mmol) in CH2Cl2 (65 mL), m-CPBA (3.63 g, 77% max, 21.05 mmol) was added and stirred at RT for 5 days. The mixture was washed with a Na2S2O3 solution, then NaHCO3 (sat), and evaporated. The residue was suspended in MeOH (150 mL), NaOMe (0.5 M in MeOH, 60 mL) was added and the mixture was stirred for 1 h. The mixture was concentrated, and the residue was dissolved in water, and extracted with Et2O/EtOAc. The aqueous layer was acidified, ... The reactants are BrC=1C(=NNC1C)C(F)(F)F (4-Bromo-5-methyl-3-trifluoromethyl-1H-pyrazole), CN(C)C=O (DMF), C(=O)([O-])[O-].[K+].[K+] (K2CO3), ClCC(=O)N1CCN(CC1)C1=CC=C(C=C1)F (2-Chloro-1-[4-(4-fluoro-phenyl)-piperazin-1-yl]-ethanone). The solvent is CCCCCC.C(C)(=O)OCC (hexane ethyl acetate). Yields the product FC1=CC=C(C=C1)N1CCN(CC1)C(CN1N=C(C(=C1C)Br)C(F)(F)F)=O (1-[4-(4-Fluoro-phenyl)-piperazin-1-yl]-2-(4-bromo-5-methyl-3-trifluoromethyl-pyrazol-1-yl)-ethanone). RXN SMILES: [Br:1][C:2]1[C:3]([C:8]([F:11])([F:10])[F:9])=[N:4][NH:5][C:6]=1[CH3:7].C([O-])([O-])=O.[K+].[K+].Cl[CH2:19][C:20]([N:22]1[CH2:27][CH2:26][N:25]([C:28]2[CH:33]=[CH:32][C:31]([F:34])=[CH:30][CH:29]=2)[CH2:24][CH2:23]1)=[O:21].CN(C=O)C>CCCCCC.C(OCC)(=O)C>[F:34][C:31]1[CH:30]=[CH:29][C:28]([N:25]2[CH2:24][CH2:23][N:22]([C:20](=[O:21])[CH2:19][N:5]3[C:6]([CH3:7])=[C:2]([Br:1])[C:3]([C:8]([F:9])([F:11])[F:10])=[N:4]3)[CH2:27][CH2:26]2)=[CH:33][CH:32]=1 |f:1.2.3,6.7|. Procedure details: Protocol T was followed using 4-Bromo-5-methyl-3-trifluoromethyl-1H-pyrazole, K2CO3, 2-Chloro-1-[4-(4-fluoro-phenyl)-piperazin-1-yl]-ethanone and DMF. Column chromatography using a solvent mixture (hexane/ethyl acetate=2/3) afforded the title compound as white solid. 1H NMR (400 MHz, CDCl3): 6.96-7 (m, 2H), 6.84-6.9 (m, 2H), 5 (s, 2H), 3.6-3.8 (m, 4H), 3.02-3.16 (m, 4H), 2.3 (s, 3H). 13C NMR (400 MHz, CDCl3): 162.6, 146.5, 142, 118.5, 116, 52.2, 50.4, 46, 42.2, 15. Starting materials: C1(=CC=CC=C1)C=1C=C2CC(NC2=CC1)=O (5-phenyl-1,3-dihydro-indol-2-one), O=C1NCCC=2C1=CNC2C=O (4-oxo-4,5,6,7-tetrahydro-2H-pyrrolo[3,4-c]pyridine-1-carbaldehyde), N1CCCCC1 (piperidine). The solvent is C(C)O (ethanol). Reaction conditions: temperature 80 celsius. The product is O=C1NC2=CC=C(C=C2C1=CC=1NC=C2C(NCCC21)=O)C2=CC=CC=C2 (1-(2-Oxo-5-phenyl-1,2-dihydro-indol-3-ylidenemethyl)-2,5,6,7-tetrahydro-pyrrolo[3,4-c]pyridin-4-one). Reaction SMILES: [C:1]1([C:7]2[CH:8]=[C:9]3[C:13](=[CH:14][CH:15]=2)[NH:12][C:11](=[O:16])[CH2:10]3)[CH:6]=[CH:5][CH:4]=[CH:3][CH:2]=1.[O:17]=[C:18]1[C:23]2=[CH:24][NH:25][C:26]([CH:27]=O)=[C:22]2[CH2:21][CH2:20][NH:19]1.N1CCCCC1>C(O)C>[O:16]=[C:11]1[C:10](=[CH:27][C:26]2[NH:25][CH:24]=[C:23]3[C:22]=2[CH2:21][CH2:20][NH:19][C:18]3=[O:17])[C:9]2[C:13](=[CH:14][CH:15]=[C:7]([C:1]3[CH:2]=[CH:3][CH:4]=[CH:5][CH:6]=3)[CH:8]=2)[NH:12]1. Reported procedure: A mixture of 5-phenyl-1,3-dihydro-indol-2-one (41.8 mg, 0.2 mmol), 4-oxo-4,5,6,7-tetrahydro-2H-pyrrolo[3,4-c]pyridine-1-carbaldehyde (1 equivalent) and 0.1 mL of piperidine in ethanol (1 mL) was heated in a sealed tube at 80° C. for 3 hours. The precipitate was collected by vacuum filtration, washed with ethanol and dried to give the title compound as a yellow solid. Starting materials: Cl.C(CCCCCCCCCCC)SSC(N)=N (S-(n-dodecylthio)isothiourea hydrochloride), C(C)(=O)OCC (ethyl acetate), ClC1=C(C(=CC(=C1)Cl)Cl)N1NC(=CC1=O)NC1=C(C=C(C(=C1)OC)Cl)Cl (1-(2,4,6-trichlorophenyl)-3-(2,4-dichloro-5-methoxyanilino)-5-pyrazolone), C([O-])([O-])=O.[K+].[K+] (potassium carbonate). Run in C(C)O (ethanol), C(C)O (ethanol). Conditions: time 10 minute. Product: ClC1=C(C(=CC(=C1)Cl)Cl)N1N=C(C(C1=O)SCCCCCCCCCCCC)NC1=C(C=C(C(=C1)OC)Cl)Cl (1-(2,4,6-trichlorophenyl)-3-(2,4-dichloro-5-methoxyanilino)-4-dodecylthio-5-oxo-2-pyrazoline). Reaction SMILES: [Cl:1][C:2]1[CH:7]=[C:6]([Cl:8])[CH:5]=[C:4]([Cl:9])[C:3]=1[N:10]1[C:14](=[O:15])[CH:13]=[C:12]([NH:16][C:17]2[CH:22]=[C:21]([O:23][CH3:24])[C:20]([Cl:25])=[CH:19][C:18]=2[Cl:26])[NH:11]1.C(=O)([O-])[O-].[K+].[K+].Cl.[CH2:34]([S:46]SC(=N)N)[CH2:35][CH2:36][CH2:37][CH2:38][CH2:39][CH2:40][CH2:41][CH2:42][CH2:43][CH2:44][CH3:45].C(OCC)(=O)C>C(O)C>[Cl:9][C:4]1[CH:5]=[C:6]([Cl:8])[CH:7]=[C:2]([Cl:1])[C:3]=1[N:10]1[C:14](=[O:15])[CH:13]([S:46][CH2:34][CH2:35][CH2:36][CH2:37][CH2:38][CH2:39][CH2:40][CH2:41][CH2:42][CH2:43][CH2:44][CH3:45])[C:12]([NH:16][C:17]2[CH:22]=[C:21]([O:23][CH3:24])[C:20]([Cl:25])=[CH:19][C:18]=2[Cl:26])=[N:11]1 |f:1.2.3,4.5|. Reported procedure: 15.1 g of 1-(2,4,6-trichlorophenyl)-3-(2,4-dichloro-5-methoxyanilino)-5-pyrazolone was dissolved in 500 ml of 80% ethanol (ratio by volume of ethanol:water=4:1), and 2.5 g of potassium carbonate was added thereto. A solution prepared by dissolving 10.4 g of S-(n-dodecylthio)isothiourea hydrochloride in 100 ml of ethanol was added dropwise thereto over 10 minutes with stirring while heating on a steam bath, and the mixture was stirred for another 10 minutes. After cooled rapidly under a water str... Starting materials: CS(=O)(=O)Cl, CCOC(=O)c1c(C)c(C(=O)c2ccc(N)c(OC)c2)n2ccccc12. Product: CCOC(=O)c1c(C)c(C(=O)c2ccc(NS(C)(=O)=O)c(OC)c2)n2ccccc12. Reaction SMILES: [CH3:27][S:28]([Cl:29])(=[O:30])=[O:31].[NH2:1][c:2]1[c:3]([O:25][CH3:26])[cH:4][c:5]([C:6](=[O:7])[c:8]2[c:9]([CH3:22])[c:10]([C:17](=[O:18])[O:19][CH2:20][CH3:21])[c:11]3[cH:12][cH:13][cH:14][cH:15][n:16]23)[cH:23][cH:24]1>>[NH:1]([c:2]1[c:3]([O:25][CH3:26])[cH:4][c:5]([C:6](=[O:7])[c:8]2[c:9]([CH3:22])[c:10]([C:17](=[O:18])[O:19][CH2:20][CH3:21])[c:11]3[cH:12][cH:13][cH:14][cH:15][n:16]23)[cH:23][cH:24]1)[S:28]([CH3:27])(=[O:30])=[O:31]. Yields the product COC=1C=C(CC2N(CCC3=C(C(=C(C=C23)OC)OC)OC)CC(=O)NCC2=NC=CC=C2)C=CC1OC (2-[1-(3,4-Dimethoxy-benzyl)-5,6,7-trimethoxy-3,4-dihydro-1H-isoquinolin-2-yl]-N-(pyridin-2-yl-methyl)-acetamide). Reported procedure: prepared by reaction of 1-(3,4-Dimethoxy-benzyl)-5,6,7-trimethoxy-1,2,3,4-tetrahydroisoquinoline and 2-bromoacetyl bromide with 2-picolylamine Reaction SMILES: [CH3:1][O:2][C:3]1[CH:4]=[C:5]([CH:23]=[CH:24][C:25]=1[O:26][CH3:27])[CH2:6][CH:7]1[C:16]2[C:11](=[C:12]([O:21][CH3:22])[C:13]([O:19][CH3:20])=[C:14]([O:17][CH3:18])[CH:15]=2)[CH2:10][CH2:9][NH:8]1.Br[CH2:29][C:30](Br)=[O:31].[N:33]1[CH:38]=[CH:37][CH:36]=[CH:35][C:34]=1[CH2:39][NH2:40]>>[CH3:1][O:2][C:3]1[CH:4]=[C:5]([CH:23]=[CH:24][C:25]=1[O:26][CH3:27])[CH2:6][CH:7]1[C:16]2[C:11](=[C:12]([O:21][CH3:22])[C:13]([O:19][CH3:20])=[C:14]([O:17][CH3:18])[CH:15]=2)[CH2:10][CH2:9][N:8]1[CH2:29][C:30]([NH:40][CH2:39][C:34]1[CH:35]=[CH:36][CH:37]=[CH:38][N:33]=1)=[O:31]. The reactants are COC=1C=C(CC2NCCC3=C(C(=C(C=C23)OC)OC)OC)C=CC1OC (1-(3,4-Dimethoxy-benzyl)-5,6,7-trimethoxy-1,2,3,4-tetrahydroisoquinoline), BrCC(=O)Br (2-bromoacetyl bromide), N1=C(C=CC=C1)CN (2-picolylamine).